From a dataset of the Open Reaction Database (ORD), a public repository of structured organic reaction records. describe an organic reaction: reactants, conditions, products, and yield The product is CCC(CCC(CC)CC)C1=CC=CC=C1 (1,4-Di-2-ethylhexylbenzene). The yield is 58.0%. Reported procedure: A 500 ml two-necked flask equipped with a reflux condenser attached to a nitrogen gas inlet was charged with 10.1 g (0.422 mol) of magnesium turnings. After heating the reaction mixture for 3 minutes under vacuum and cooling it to room temperature, 200 mL of dry Et2O was filled and then 54.3 g (0.281 mol) of 2-ethylhexyl bromide in 50 mL dry ether was added dropwise. The solution was refluxed for 3 hours and cooled to room temperature. The prepared 2-ethylhexylmagnesium bromide solution was adde... Starting materials: C(C)C(CBr)CCCC (2-ethylhexyl bromide), [Mg] (magnesium), C(C)C(C[Mg]Br)CCCC (2-ethylhexylmagnesium bromide), ice, BrC1=CC=C(C=C1)Br (1,4-dibromobenzene). Reagents/catalysts: Cl[Ni]1([P](CCC[P](C2=CC=CC=C2)1C3=CC=CC=C3)(C4=CC=CC=C4)C5=CC=CC=C5)Cl (Ni(dppp)Cl2). As a reaction SMILES: [Mg].[CH2:2]([CH:4]([CH2:7][CH2:8][CH2:9][CH3:10])[CH2:5]Br)[CH3:3].[CH2:11]([CH:13]([CH2:17][CH2:18]CC)[CH2:14][Mg]Br)[CH3:12].Br[C:22]1C=CC(Br)=C[CH:23]=1>CCOCC.Cl[Ni]1(Cl)[P](C2C=CC=CC=2)(C2C=CC=CC=2)CCC[P]1(C1C=CC=CC=1)C1C=CC=CC=1>[CH3:3][CH2:2][CH:4]([C:7]1[CH:23]=[CH:22][CH:10]=[CH:9][CH:8]=1)[CH2:5][CH2:14][CH:13]([CH2:17][CH3:18])[CH2:11][CH3:12] |^1:36,52|. Solvent: CCOCC (ether), CCOCC (Et2O), CCOCC (ether).